Dataset: the Open Reaction Database (ORD), a public repository of structured organic reaction records. Task: describe an organic reaction: reactants, conditions, products, and yield Reactants: BrC1=C(C(=CC(=C1)OC)OC)N1C=C(C2=C(C=C(N=C12)C)C)C#N (1-(2-bromo-4,6-dimethoxyphenyl)-3-cyano-4,6-dimethyl-7-azaindole). Solvent: S(O)(O)(=O)=O (sulfuric acid). Product: BrC1=C(C(=CC(=C1)OC)OC)N1C=CC2=C(C=C(N=C12)C)C (1-(2-bromo-4,6-dimethoxyphenyl)-4,6-dimethyl-7-azaindole). The yield is 5.9%. RXN SMILES: [Br:1][C:2]1[CH:7]=[C:6]([O:8][CH3:9])[CH:5]=[C:4]([O:10][CH3:11])[C:3]=1[N:12]1[C:20]2[C:15](=[C:16]([CH3:22])[CH:17]=[C:18]([CH3:21])[N:19]=2)[C:14](C#N)=[CH:13]1>S(=O)(=O)(O)O>[Br:1][C:2]1[CH:7]=[C:6]([O:8][CH3:9])[CH:5]=[C:4]([O:10][CH3:11])[C:3]=1[N:12]1[C:20]2[C:15](=[C:16]([CH3:22])[CH:17]=[C:18]([CH3:21])[N:19]=2)[CH:14]=[CH:13]1. Procedure details: A mixture of 200 mg of 1-(2-bromo-4,6-dimethoxyphenyl)-3-cyano-4,6-dimethyl-7-azaindole and 10 ml of 65% sulfuric acid was refluxed for one hour. The mixture was worked up as described in Example 65 to give 185 mg of crude product. A 40 mg portion was purified by preparative liquid chromatography on a nitrile column using 95:5 1-chlorobutane-acetonitrile to give 11 mg of 1-(2-bromo-4,6-dimethoxyphenyl)-4,6-dimethyl-7-azaindole. Mass spec: (m+H)+=360.9; calculated, 361.1. The reactants are C(C)(=O)OC(C)=O (acetic anhydride), C(C)C1=C2C(=C(C=C(C2=CC=C1)/C=C(/C(=O)O)\C)OC)O ((E)-3-(5-ethyl-4-hydroxy-3-methoxy-1-naphthyl)-2-methylpropenoic acid), O (water). Run in N1=CC=CC=C1 (pyridine). Conditions: time 1 hour. The product is C(C)(=O)OC1=C(C=C(C2=CC=CC(=C12)CC)/C=C(/C(=O)O)\C)OC ((E)-3-(4-acetoxy-5-ethyl-3-methoxy-1-naphthyl)-2-methylpropenoic acid). As a reaction SMILES: [CH2:1]([C:3]1[CH:12]=[CH:11][CH:10]=[C:9]2[C:4]=1[C:5]([OH:21])=[C:6]([O:19][CH3:20])[CH:7]=[C:8]2/[CH:13]=[C:14](\[CH3:18])/[C:15]([OH:17])=[O:16])[CH3:2].[C:22](OC(=O)C)(=[O:24])[CH3:23].O>N1C=CC=CC=1>[C:22]([O:21][C:5]1[C:4]2[C:9](=[CH:10][CH:11]=[CH:12][C:3]=2[CH2:1][CH3:2])[C:8](/[CH:13]=[C:14](\[CH3:18])/[C:15]([OH:17])=[O:16])=[CH:7][C:6]=1[O:19][CH3:20])(=[O:24])[CH3:23]. Procedure details: 440 mg of (E)-3-(5-ethyl-4-hydroxy-3-methoxy-1-naphthyl)-2-methylpropenoic acid was dissolved in 2.4 ml of pyridine and 0.42 ml of acetic anhydride was added, followed by stirring at room temperature for 1 hour. The reaction mixture was poured into water and extracted with ethyl acetate. The organic layer was washed with dilute hydrochloric acid and water in this order, dried over anhydrous magnesium sulfate and concentrated in vacuo. The resultant crystals were washed with hexane to obtain 390 ... Reactants: ClC1=C(COC2=CC(NC=C2)=O)C=CC(=C1)Cl (4-(2,4-dichlorobenzyloxy)pyridin-2(1H)-one), BrC=1C=CC=2C3=C(N(C2C1)C)CCN(CC3)C(=O)OC(C)(C)C (tert-butyl 8-bromo-6-methyl-1,2,4,5-tetrahydroazepino[4,5-b]indole-3(6H)-carboxylate), OC=1C=CC=C2C=CC=NC12 (8-hydroxyquinoline), C(=O)([O-])[O-].[Cs+].[Cs+] (Cs2CO3), Cl (HCl). Reagents/catalysts: [Cu]I (CuI). The solvent is CS(=O)C (DMSO), CCOCC (Et2O), C(Cl)Cl (CH2Cl2). Run at temperature 135 celsius, time 48 hour. The product is ClC1=C(COC2=CC(N(C=C2)C=2C=CC=3C4=C(N(C3C2)C)CCNCC4)=O)C=CC(=C1)Cl (4-(2,4-Dichlorobenzyloxy)-1-(6-methyl-1,2,3,4,5,6-hexahydroazepino[4,5-b]indol-8-yl)pyridin-2(1H)-one). Yield: 40.6%. Reaction SMILES: [Cl:1][C:2]1[CH:16]=[C:15]([Cl:17])[CH:14]=[CH:13][C:3]=1[CH2:4][O:5][C:6]1[CH:11]=[CH:10][NH:9][C:8](=[O:12])[CH:7]=1.Br[C:19]1[CH:20]=[CH:21][C:22]2[C:23]3[CH2:33][CH2:32][N:31](C(OC(C)(C)C)=O)[CH2:30][CH2:29][C:24]=3[N:25]([CH3:28])[C:26]=2[CH:27]=1.OC1C=CC=C2C=1N=CC=C2.C([O-])([O-])=O.[Cs+].[Cs+].Cl>CS(C)=O.CCOCC.C(Cl)Cl.[Cu]I>[Cl:1][C:2]1[CH:16]=[C:15]([Cl:17])[CH:14]=[CH:13][C:3]=1[CH2:4][O:5][C:6]1[CH:11]=[CH:10][N:9]([C:19]2[CH:20]=[CH:21][C:22]3[C:23]4[CH2:33][CH2:32][NH:31][CH2:30][CH2:29][C:24]=4[N:25]([CH3:28])[C:26]=3[CH:27]=2)[C:8](=[O:12])[CH:7]=1 |f:3.4.5|. Procedure details: A suspension of 4-(2,4-dichlorobenzyloxy)pyridin-2(1H)-one (103 mg, 0.381 mmol), tert-butyl 8-bromo-6-methyl-1,2,4,5-tetrahydroazepino[4,5-b]indole-3(6H)-carboxylate (131 mg, 0.347 mmol), CuI (79 mg, 0.42 mmol), 8-hydroxyquinoline (10 mg, 0.069 mmol) and Cs2CO3 (124 mg, 0.381 mmol) in DMSO (10 mL) was degassed under reduced pressure for 45 min. The suspension was put under N2 and stirred at 135° C. for 48 h. The suspension was cooled, 9:0.9:0.1 CH2Cl2/MeOH/NH4OH (10 mL) was added, and the result... Starting materials: CC(=O)OCCl, CCOC(C)=O, Cn1nnnc1SCC1=C(C(=O)O)N2C(=O)C(NC(=O)Cn3cccc3C=O)C2SC1, [Na], CN(C)C=O. Yields the product CC(=O)OCOC(=O)C1=C(CSc2nnnn2C)CSC2C(NC(=O)Cn3cccc3C=O)C(=O)N12. Reaction SMILES: [C:33]([CH3:34])(=[O:35])[O:36][CH2:37][Cl:38].[CH3:44][CH2:45][O:46][C:47](=[O:48])[CH3:49].[CH:2](=[O:3])[c:4]1[n:5]([CH2:9][C:10](=[O:11])[NH:12][CH:13]2[CH:14]3[S:15][CH2:16][C:17]([CH2:25][S:26][c:27]4[n:28][n:29][n:30][n:31]4[CH3:32])=[C:18]([C:22](=[O:23])[OH:24])[N:19]3[C:20]2=[O:21])[cH:6][cH:7][cH:8]1.[Na:1].[O:39]=[CH:40][N:41]([CH3:42])[CH3:43]>>[CH:2](=[O:3])[c:4]1[n:5]([CH2:9][C:10](=[O:11])[NH:12][CH:13]2[CH:14]3[S:15][CH2:16][C:17]([CH2:25][S:26][c:27]4[n:28][n:29][n:30][n:31]4[CH3:32])=[C:18]([C:22]([O:23][CH2:37][O:36][C:33]([CH3:34])=[O:35])=[O:24])[N:19]3[C:20]2=[O:21])[cH:6][cH:7][cH:8]1. Conditions: time 1 hour. RXN SMILES: Cl.[CH2:2]([O:4][C:5](=[O:22])[CH2:6][C@H:7]([NH2:21])[CH2:8][C:9]1[CH:14]=[CH:13][C:12]([C:15]2[CH:20]=[CH:19][CH:18]=[CH:17][CH:16]=2)=[CH:11][CH:10]=1)[CH3:3].[C:23]1(=[O:29])[O:28][C:26](=[O:27])[CH2:25][CH2:24]1.CCN(C(C)C)C(C)C>ClCCl>[C:12]1([C:15]2[CH:16]=[CH:17][CH:18]=[CH:19][CH:20]=2)[CH:11]=[CH:10][C:9]([CH2:8][C@@H:7]([NH:21][C:23](=[O:29])[CH2:24][CH2:25][C:26]([OH:28])=[O:27])[CH2:6][C:5]([O:4][CH2:2][CH3:3])=[O:22])=[CH:14][CH:13]=1 |f:0.1|. Reactants: Cl.C(C)OC(C[C@@H](CC1=CC=C(C=C1)C1=CC=CC=C1)N)=O ((R)-3-amino-4-biphenyl-4-yl-butyric acid ethyl ester hydrochloride), C1(CCC(=O)O1)=O (succinic anhydride), CCN(C(C)C)C(C)C (DIPEA). Yields the product C1(=CC=C(C=C1)C[C@H](CC(=O)OCC)NC(CCC(=O)O)=O)C1=CC=CC=C1 ((R)-4-(1-(biphenyl-4-yl)-4-ethoxy-4-oxobutan-2-ylamino)-4-oxobutanoic acid). The solvent is ClCCl (dichloromethane). Reported procedure: To (R)-ethyl-4-(biphenyl-4-yl)-3-(tert-butoxycarbonylamino)butanoate (230.1 mg, 0.600 mmol) is added a solution of HCl in 1,4-dioxane (3.00 mL, 12.00 mmol) at room temperature. After stirring for 1 hour, the reaction mixture is concentrated under reduced pressure to give (R)-3-amino-4-biphenyl-4-yl-butyric acid ethyl ester hydrochloride. A solution of (R)-3-amino-4-biphenyl-4-yl-butyric acid ethyl ester hydrochloride, succinic anhydride (72.1 mg, 0.720 mmol) and DIPEA (0.126 mL, 0.720 mmol) in d...